describe an organic reaction: reactants, conditions, products, and yield From a dataset of the Open Reaction Database (ORD), a public repository of structured organic reaction records. Reactants: [F-].[K+] (potassium fluoride on alumina), FC1=C(C#N)C=CC=C1 (2-fluorobenzonitrile), FC(OC=1C=C(C=CC1)O)(F)F (3-trifluoromethoxyphenol), C1COCCOCCOCCOCCOCCO1 (18-crown-6). Solvent: CS(=O)C (dimethylsulphoxide), C(C)(=O)OCC (ethyl acetate). Run at temperature 140 celsius. Yields the product FC(OC=1C=C(OC2=C(C#N)C=CC=C2)C=CC1)F (2-(3-(difluoromethoxy)phenoxy)benzonitrile). Yield: 67.0%. RXN SMILES: [F-].[K+].F[C:4]1[CH:11]=[CH:10][CH:9]=[CH:8][C:5]=1[C:6]#[N:7].[F:12][C:13](F)([F:22])[O:14][C:15]1[CH:16]=[C:17]([OH:21])[CH:18]=[CH:19][CH:20]=1.C1OCCOCCOCCOCCOCCOC1>CS(C)=O.C(OCC)(=O)C>[F:12][CH:13]([F:22])[O:14][C:15]1[CH:16]=[C:17]([CH:18]=[CH:19][CH:20]=1)[O:21][C:4]1[CH:11]=[CH:10][CH:9]=[CH:8][C:5]=1[C:6]#[N:7] |f:0.1|. Procedure: A mixture of potassium fluoride on alumina (40% w/w, Aldrich, 11 g), 2-fluorobenzonitrile (6.0 ml, 56 mmol), 3-trifluoromethoxyphenol (10 g, 56 mmol), and 18-crown-6 (1.48 g, 5.6 mmol) in dimethylsulphoxide (40 ml) was heated to 140° C. for 20 hours. The reaction mixture was cooled to room temperature and diluted with ethyl acetate (300 ml). The solid was filtered off through a plug of celite. The solution was washed with a mixture of water (100 ml) and brine (100 ml). The aqueous phase was extr... Reaction conditions: time 1 hour. Product: N1(CCCC1)[C@H]1[C@@H](C2=CC=CC=C2C1)N(C(CC1=CC=CC=2SC=CC21)=O)C (trans (±) N-[2,3-dihydro-2-(pyrrolidin-1-yl)-1H-inden-1-yl]-N-methyl-4-benzo[b]thiophene-acetamide). Procedure details: A mixture of 0.5 g of 4-thianaphthene-acetic acid, 0.422 g of carbonyldimmidazole and 20 ml of tetrahydrofuran was stirred for one hour and then a solution of 0.432 g of the product of Step B in 5 ml of tetrahydrofuran was slowly added thereto. The mixture was stirred for 31/2hours and the tetrahydrofuran was distilled off under reduced pressure. The residue was taken up in 100 ml of ether and the solution was washed with aqueous saturated sodium bicarbonate solution, then with aqueous saturated... The reactants are CN[C@H]1[C@@H](CC2=CC=CC=C12)N1CCCC1 (trans (±) 2,3-dihydro-N-methyl-2-(pyrrolidin-1-yl)-1H-inden-1-amine), C1=CC(=C2C=CSC2=C1)CC(=O)O (4-thianaphthene-acetic acid). Run in O1CCCC1 (tetrahydrofuran), O1CCCC1 (tetrahydrofuran). Reaction SMILES: [CH:1]1[CH:9]=[C:8]2[C:4]([CH:5]=[CH:6][S:7]2)=[C:3]([CH2:10][C:11]([OH:13])=O)[CH:2]=1.[CH3:14][NH:15][C@@H:16]1[C:24]2[C:19](=[CH:20][CH:21]=[CH:22][CH:23]=2)[CH2:18][C@H:17]1[N:25]1[CH2:29][CH2:28][CH2:27][CH2:26]1>O1CCCC1>[N:25]1([C@@H:17]2[CH2:18][C:19]3[C:24](=[CH:23][CH:22]=[CH:21][CH:20]=3)[C@H:16]2[N:15]([CH3:14])[C:11](=[O:13])[CH2:10][C:3]2[C:4]3[CH:5]=[CH:6][S:7][C:8]=3[CH:9]=[CH:1][CH:2]=2)[CH2:26][CH2:27][CH2:28][CH2:29]1. Yield: 78.2%. Starting materials: C(C=C)N1N=C(N=C1C(CC=C)C1=C(C=C(C=C1)Cl)Cl)NC1=CC(=C(C=C1)N1C=NC(=C1)Cl)OC (1-Allyl-N-(4-(4-chloro-1H-imidazol-1-yl)-3-methoxyphenyl)-5-(1-(2,4-dichlorophenyl)but-3-enyl)-1H-1,2,4-triazol-3-amine). The reagents and catalysts are CC1=CC(=C(C(=C1)C)N2CCN(C2=[Ru](=CC3=C(C=CC=C3)OC(C)C)(Cl)Cl)C4=C(C=C(C=C4C)C)C)C (Hoveyda-Grubbs Catalyst 2nd Generation). The product is ClC=1N=CN(C1)C1=C(C=C(C=C1)NC1=NN2C(C(C\C=C/C2)C2=C(C=C(C=C2)Cl)Cl)=N1)OC ((Z)—N-(4-(4-chloro-1H-imidazol-1-yl)-3-methoxyphenyl)-9-(2,4-dichlorophenyl)-8,9-dihydro-5H-[1,2,4]triazolo[1,5-a]azepin-2-amine). Yield: 136.7%. Reaction SMILES: [CH2:1]([N:4]1[C:8]([CH:9]([C:13]2[CH:18]=[CH:17][C:16]([Cl:19])=[CH:15][C:14]=2[Cl:20])[CH2:10]C=C)=[N:7][C:6]([NH:21][C:22]2[CH:27]=[CH:26][C:25]([N:28]3[CH:32]=[C:31]([Cl:33])[N:30]=[CH:29]3)=[C:24]([O:34][CH3:35])[CH:23]=2)=[N:5]1)[CH:2]=[CH2:3]>CC1C=C(C)C(N2C(=[Ru](Cl)(Cl)=CC3C=CC=CC=3OC(C)C)N(C3C(C)=CC(C)=CC=3C)CC2)=C(C)C=1>[Cl:33][C:31]1[N:30]=[CH:29][N:28]([C:25]2[CH:26]=[CH:27][C:22]([NH:21][C:6]3[N:7]=[C:8]4[CH:9]([C:13]5[CH:18]=[CH:17][C:16]([Cl:19])=[CH:15][C:14]=5[Cl:20])[CH2:10][CH:3]=[CH:2][CH2:1][N:4]4[N:5]=3)=[CH:23][C:24]=2[O:34][CH3:35])[CH:32]=1. Procedure details: 1-Allyl-N-(4-(4-chloro-1H-imidazol-1-yl)-3-methoxyphenyl)-5-(1-(2,4-dichlorophenyl)but-3-enyl)-1H-1,2,4-triazol-3-amine (450 mg, 0.094 mmol) was subjected to a ring closing metathesis procedure analogous to Step C of Example 1 (160° C., 15 min, 25 mol % Hoveyda-Grubbs Catalyst 2nd Generation) to afford (Z)—N-(4-(4-chloro-1H-imidazol-1-yl)-3-methoxyphenyl)-9-(2,4-dichlorophenyl)-8,9-dihydro-5H-[1,2,4]triazolo[1,5-a]azepin-2-amine (64.5 mg, 15% yield) as a dark brown solid. LC-MS (M+H)+=501.1. 1H ... The reactants are NC1CCCc2ccccc21, O=Cc1cccc([N+](=O)[O-])c1. Yields the product O=[N+]([O-])c1cccc(CNC2CCCc3ccccc32)c1. RXN SMILES: [CH:12]1([NH2:22])[CH2:13][CH2:14][CH2:15][c:16]2[cH:17][cH:18][cH:19][cH:20][c:21]21.[N+:1](=[O:2])([O-:3])[c:4]1[cH:5][c:6]([CH:7]=[O:8])[cH:9][cH:10][cH:11]1>>[N+:1](=[O:2])([O-:3])[c:4]1[cH:5][c:6]([CH2:7][NH:22][CH:12]2[CH2:13][CH2:14][CH2:15][c:16]3[cH:17][cH:18][cH:19][cH:20][c:21]32)[cH:9][cH:10][cH:11]1. The yield is 86.2%. Reaction conditions: time 30 minute. Product: BrC1=CC(=CC=2N(C(=NC21)C2CC2)CC2=C(C(=CC=C2)C(F)(F)F)C)[N+](=O)[O-] (4-bromo-2-cyclopropyl-1-(2-methyl-3-(trifluoromethyl)benzyl)-6-nitro-1H-benzo[d]imidazole). Reaction SMILES: CN(C=O)C.[Br:6][C:7]1[C:15]2[N:14]=[C:13]([CH:16]3[CH2:18][CH2:17]3)[NH:12][C:11]=2[CH:10]=[C:9]([N+:19]([O-:21])=[O:20])[CH:8]=1.Br[CH2:23][C:24]1[CH:29]=[CH:28][CH:27]=[C:26]([C:30]([F:33])([F:32])[F:31])[C:25]=1[CH3:34].C(=O)([O-])[O-].[K+].[K+]>O>[Br:6][C:7]1[C:15]2[N:14]=[C:13]([CH:16]3[CH2:18][CH2:17]3)[N:12]([CH2:23][C:24]3[CH:29]=[CH:28][CH:27]=[C:26]([C:30]([F:31])([F:32])[F:33])[C:25]=3[CH3:34])[C:11]=2[CH:10]=[C:9]([N+:19]([O-:21])=[O:20])[CH:8]=1 |f:3.4.5|. Reactants: BrC1=CC(=CC=2NC(=NC21)C2CC2)[N+](=O)[O-] (4-bromo-2-cyclopropyl-6-nitro-1H-benzo[d]imidazole), BrCC1=C(C(=CC=C1)C(F)(F)F)C (1-(bromomethyl)-2-methyl-3-(trifluoromethyl)benzene), C([O-])([O-])=O.[K+].[K+] (potassium carbonate), CN(C)C=O (DMF), resultant suspension. The solvent is O (H2O). Procedure details: To a 250 mL round bottomed flask containing DMF (50 mL) was added 4-bromo-2-cyclopropyl-6-nitro-1H-benzo[d]imidazole (4.3 g, 15.24 mmol), 1-(bromomethyl)-2-methyl-3-(trifluoromethyl)benzene (3.6 mL, 21.34 mmol) and potassium carbonate (6.32 g, 45.7 mmol). The resultant suspension was heated to 50° C. and after stirring for 30 minutes the mixture was allowed to cool to rt and diluted with 100 mL H2O. The mixture was stirred overnight and the next day a brown filterable solid was isolated by filtr...